From a dataset of the Open Reaction Database (ORD), a public repository of structured organic reaction records. describe an organic reaction: reactants, conditions, products, and yield Reactants: N1=CC=CC=C1 (pyridine), monohydrate, FC1=CC=C(C=C1)C(C(CO)NC(=O)C1CCN(CC1)CC#N)=O (1-cyanomethyl-piperidine-4-carboxylic acid-[2-(4-fluorophenyl)-1-hydroxymethyl-2-oxoethyl] amide), FC(C(=O)OC(C(F)(F)F)=O)(F)F (trifluoroacetic anhydride), FC(C(=O)O)(F)F (trifluoroacetic acid). Run in C(C)#N (acetonitrile), O (water), C(C)#N (acetonitrile). Reaction conditions: temperature -15 celsius, time 10 minute. The product is FC1=CC=C(C=C1)C1=C(N=C(O1)C1CCN(CC1)CC#N)CO ({4-[5-(4-fluorophenyl)-4-hydroxymethyl-oxazol-2-yl]-piperidin-1-yl} acetonitrile). Yield: 86.1%. Reaction SMILES: [F:1][C:2]1[CH:7]=[CH:6][C:5]([C:8](=[O:24])[CH:9]([NH:12][C:13]([CH:15]2[CH2:20][CH2:19][N:18]([CH2:21][C:22]#[N:23])[CH2:17][CH2:16]2)=O)[CH2:10][OH:11])=[CH:4][CH:3]=1.FC(F)(F)C(O)=O.FC(F)(F)C(OC(=O)C(F)(F)F)=O.N1C=CC=CC=1>C(#N)C.O>[F:1][C:2]1[CH:3]=[CH:4][C:5]([C:8]2[O:24][C:13]([CH:15]3[CH2:16][CH2:17][N:18]([CH2:21][C:22]#[N:23])[CH2:19][CH2:20]3)=[N:12][C:9]=2[CH2:10][OH:11])=[CH:6][CH:7]=1. Procedure details: In a 5-l round bottom flask combine 1-cyanomethyl-piperidine-4-carboxylic acid-[2-(4-fluorophenyl)-1-hydroxymethyl-2-oxoethyl] amide (100 g, 0.296 mole) and acetonitrile (1.4 l) and cool to -15° C. To the solution is added trifluoroacetic acid (22.8 mL, 0.296 mole) at such a rate as to maintain a temperature below -10° C. The resulting suspension is stirred at -10° C. to -15° C. for 10 minutes, then trifluoroacetic anhydride (125.6 mL, 0.890 mole) is charged at such a rate as to maintain a tempe... Starting materials: COC=1C=C(C=CC1O[Si](C)(C)C(C)(C)C)CCCNNC1=CC=NC=C1 (N-[3-(3-methoxy-4-t-butyldimethylsilyloxyphenyl)propyl]-N'-pyridin-4-yl hydrazine), COCCl (chloromethyl methyl ether). Solvent: C(C)(=O)O (acetic acid). Conditions: time 8 hour. Product: COC1=CC2=C(CN(CCC2)NC2=CC=NC=C2)C=C1O[Si](C)(C)C(C)(C)C ([7-Methoxy-8-tert-butyldimethylsilyloxy-1,3,4,5-tetrahydrobenzo[c]azepine-2-yl]-pyridine-4-yl-amine). Isolated yield 60.0%. As a reaction SMILES: [CH3:1][O:2][C:3]1[CH:4]=[C:5]([CH2:17][CH2:18][CH2:19][NH:20][NH:21][C:22]2[CH:27]=[CH:26][N:25]=[CH:24][CH:23]=2)[CH:6]=[CH:7][C:8]=1[O:9][Si:10]([C:13]([CH3:16])([CH3:15])[CH3:14])([CH3:12])[CH3:11].[CH3:28]OCCl>C(O)(=O)C>[CH3:1][O:2][C:3]1[C:8]([O:9][Si:10]([C:13]([CH3:16])([CH3:14])[CH3:15])([CH3:11])[CH3:12])=[CH:7][C:6]2[CH2:28][N:20]([NH:21][C:22]3[CH:23]=[CH:24][N:25]=[CH:26][CH:27]=3)[CH2:19][CH2:18][CH2:17][C:5]=2[CH:4]=1. Procedure: To a solution of N-[3-(3-methoxy-4,6-butyldimethylsilyloxyphenyl)propylidene]-N'-pyridin-4-yl-hydrazine (5.81 g) in tetrahydrofuran (150 ml) was added lithium aluminum hydride in small portions at ambient temperature. The reaction mixture was stirred for 1.5 hrs at ambient temperature, sodium sulfate decahydrate was added. Ethyl acetate was added, and the mixture was filtered over celite. The filtrate was concentrated in vacuo to afford 5.81 g (75%) of N-[3-(3-methoxy-4-t-butyldimethylsilyloxyph... Starting materials: [OH-].[K+] (Potassium hydroxide), BrC1=C(OC2=C1C=C(C=C2)CN2C(=NC(=C2C(=O)OCC)C2CC2)CC)C2=C(C=CC=C2)C2=NN=NN2 (Ethyl 1-[[3-bromo-2-[2-(1H-tetrazol-5-yl)phenyl]-5-benzofuranyl]methyl]-4-cyclopropyl-2-ethyl-1H-imidazole-5-carboxylate). Run in O (water), C(C)O (ethanol). Run at time 18 hour. Yields the product BrC1=C(OC2=C1C=C(C=C2)CN2C(=NC(=C2C(=O)O)C2CC2)CC)C2=C(C=CC=C2)C2=NN=NN2 (1-[[3-Bromo-2-[2-(1H-tetrazol-5-yl)phenyl]-5-benzofuranyl]methyl]-4-cyclopropyl-2-ethyl-1H-imidazole-5-carboxylic Acid). Isolated yield 61.1%. As a reaction SMILES: [OH-].[K+].[Br:3][C:4]1[C:8]2[CH:9]=[C:10]([CH2:13][N:14]3[C:18]([C:19]([O:21]CC)=[O:20])=[C:17]([CH:24]4[CH2:26][CH2:25]4)[N:16]=[C:15]3[CH2:27][CH3:28])[CH:11]=[CH:12][C:7]=2[O:6][C:5]=1[C:29]1[CH:34]=[CH:33][CH:32]=[CH:31][C:30]=1[C:35]1[NH:39][N:38]=[N:37][N:36]=1>O.C(O)C>[Br:3][C:4]1[C:8]2[CH:9]=[C:10]([CH2:13][N:14]3[C:18]([C:19]([OH:21])=[O:20])=[C:17]([CH:24]4[CH2:26][CH2:25]4)[N:16]=[C:15]3[CH2:27][CH3:28])[CH:11]=[CH:12][C:7]=2[O:6][C:5]=1[C:29]1[CH:34]=[CH:33][CH:32]=[CH:31][C:30]=1[C:35]1[NH:39][N:38]=[N:37][N:36]=1 |f:0.1|. Reported procedure: Potassium hydroxide (1.2 g) in water (5 ml) was added to a suspension of the product of Example 1 (0.5 g) in ethanol (15 ml) and the mixture stirred at 55° for 18 h. The solvent was evaporated and the residue partitioned between water (25 ml) and ether (3×25 ml). The aqueous phase was acidified to pH1 with hydrochloric acid (2N, 15 ml) and extracted with ethyl acetate (3×30 ml). The combined ethyl acetate extracts were washed with brine (50 ml) and dried. The solvent was concentrated in vacuo re... Reactants: O=C([O-])[O-], COC(C)OC, [Cu]I, C[Si](C)(C)C#Cc1ccc2c(C(=O)Nc3cccc(C(F)(F)F)c3)cccc2c1, [K+], [K+], Nc1cc(Cl)ncn1, O, Cl[Pd]Cl, c1ccc(P(c2ccccc2)c2ccccc2)cc1. Product: Nc1cc(C#Cc2ccc3c(C(=O)Nc4cccc(C(F)(F)F)c4)cccc3c2)ncn1. RXN SMILES: [C:63](=[O:64])([O-:65])[O-:66].[CH3:1][O:2][CH:3]([O:4][CH3:5])[CH3:6].[Cu:72][I:73].[F:26][C:27]([c:28]1[cH:29][c:30]([NH:34][C:35](=[O:36])[c:37]2[cH:38][cH:39][cH:40][c:41]3[cH:42][c:43]([C:47]#[C:48][Si:49]([CH3:50])([CH3:51])[CH3:52])[cH:44][cH:45][c:46]23)[cH:31][cH:32][cH:33]1)([F:53])[F:54].[K+:67].[K+:68].[NH2:55][c:56]1[n:57][cH:58][n:59][c:60]([Cl:62])[cH:61]1.[OH2:74].[Pd:69]([Cl:70])[Cl:71].[c:7]1([P:8]([c:9]2[cH:10][cH:11][cH:12][cH:13][cH:14]2)[c:15]2[cH:16][cH:17][cH:18][cH:19][cH:20]2)[cH:21][cH:22][cH:23][cH:24][cH:25]1>>[F:26][C:27]([c:28]1[cH:29][c:30]([NH:34][C:35](=[O:36])[c:37]2[cH:38][cH:39][cH:40][c:41]3[cH:42][c:43]([C:47]#[C:48][c:60]4[n:59][cH:58][n:57][c:56]([NH2:55])[cH:61]4)[cH:44][cH:45][c:46]23)[cH:31][cH:32][cH:33]1)([F:53])[F:54].